Dataset: the Open Reaction Database (ORD), a public repository of structured organic reaction records. Task: describe an organic reaction: reactants, conditions, products, and yield Reactants: NC=1SC(=CN1)Cl (2-Amino-5-chlorothiazole), C(=O)(Cl)Cl (phosgene). Run in C(C)(=O)OCC (ethyl acetate). Conditions: time 3 hour. Product: ClC1=CN=C(S1)N=C=O (5-Chlorothiazol-2-yl Isocyanate). As a reaction SMILES: [NH2:1][C:2]1[S:3][C:4]([Cl:7])=[CH:5][N:6]=1.[C:8](Cl)(Cl)=[O:9]>C(OCC)(=O)C>[Cl:7][C:4]1[S:3][C:2]([N:1]=[C:8]=[O:9])=[N:6][CH:5]=1. Procedure details: 2-Amino-5-chlorothiazole (19.0 grams) and a saturated solution of phosgene in ethyl acetate (200 ml) are charged into a glass reaction vessel equipped with a mechanical stirrer, thermometer and reflux condenser. The reaction mixture is heated at reflux with stirring for a period of about 3 hours. After this time the reaction mixture is cooled and filtered to recover the desired product 5-chlorothiazol-2-yl isocyanate dimer. Reactants: Cl.COC([C@@H](NC([C@@H](NC([C@@H](N[N+](=O)[O-])CCCNC(N)=N)=O)C(C)C)=O)CC1=CC=C(C=C1)O)=O (nitroarginylvalyltyrosine methyl ester hydrochloride), C(C)(C)(C)OC(=O)N(C)CC(=O)O (t-butoxycarbonylsarcosine), ClC(=O)OCC(C)C (isobutyl chloroformate), CN1CCOCC1 (N-methylmorpholine). Solvent: C(Cl)Cl (methylene chloride). Reaction conditions: temperature -70 celsius, time 5 minute. The product is COC([C@@H](NC([C@@H](NC([C@@H](N([N+](=O)[O-])C(CN(C)C(=O)OC(C)(C)C)=O)CCCNC(N)=N)=O)C(C)C)=O)CC1=CC=C(C=C1)O)=O (t-butoxycarbonylsarcosylnitroarginylvalyltyrosine methyl ester). Reaction SMILES: [C:1]([O:5][C:6]([N:8]([CH2:10][C:11]([OH:13])=O)[CH3:9])=[O:7])([CH3:4])([CH3:3])[CH3:2].CN1CCOCC1.ClC(OCC(C)C)=O.Cl.[CH3:30][O:31][C:32](=[O:64])[C@H:33]([CH2:56][C:57]1[CH:62]=[CH:61][C:60]([OH:63])=[CH:59][CH:58]=1)[NH:34][C:35](=[O:55])[C@H:36]([CH:52]([CH3:54])[CH3:53])[NH:37][C:38](=[O:51])[C@H:39]([CH2:44][CH2:45][CH2:46][NH:47][C:48](=[NH:50])[NH2:49])[NH:40][N+:41]([O-:43])=[O:42]>C(Cl)Cl>[CH3:30][O:31][C:32](=[O:64])[C@H:33]([CH2:56][C:57]1[CH:62]=[CH:61][C:60]([OH:63])=[CH:59][CH:58]=1)[NH:34][C:35](=[O:55])[C@H:36]([CH:52]([CH3:54])[CH3:53])[NH:37][C:38](=[O:51])[C@H:39]([CH2:44][CH2:45][CH2:46][NH:47][C:48](=[NH:49])[NH2:50])[N:40]([C:11](=[O:13])[CH2:10][N:8]([C:6]([O:5][C:1]([CH3:2])([CH3:3])[CH3:4])=[O:7])[CH3:9])[N+:41]([O-:43])=[O:42] |f:3.4|. Procedure: 8.84 g of t-butoxycarbonylsarcosine is dissolved in 200 ml of methylene chloride. 10.5 ml of N-methylmorpholine is added to the solution. The solution is cooled to -70° C. 6.1 ml of isobutyl chloroformate is then added. The reaction mixture is warmed up to -15° C. and stirred for 5 minutes. The reaction mixture is again cooled to -70° C. 25.5 g of nitroarginylvalyltyrosine methyl ester hydrochloride is added to the reaction mixture. The reaction mixture is allowed to warm to room temperature, an... Reactants: Cl.CN(CCCCl)C (3-dimethylaminopropylchloride hydrochloride), [H-].[Na+] (sodium hydride), ClC=1C=CC2=C(C(=NC3=C(N2)N=CC=C3)C3=CC=CC=C3)C1 (8-chloro-6-phenyl-11H-pyrido[2,3-b][1,4]benzodiazepine), [H][H] (hydrogen), O.O.C(C(=O)O)(=O)O (oxalic acid dihydrate). Run in C(C)(C)O (isopropyl alcohol), O (water), CN(C=O)C (dimethylformamide). Conditions: time 8 hour. Product: C(C(=O)O)(=O)O.ClC=1C=CC2=C(C(=NC3=C(N2CCCN(C)C)N=CC=C3)C3=CC=CC=C3)C1 (8-Chloro-N,N-dimethyl-6-phenyl-11H-pyrido[2,3-b][1,4]benzodiazepine-11-propanamine oxalate). The yield is 71.5%. As a reaction SMILES: [H-].[Na+].[Cl:3][C:4]1[CH:5]=[CH:6][C:7]2[NH:13][C:12]3[N:14]=[CH:15][CH:16]=[CH:17][C:11]=3[N:10]=[C:9]([C:18]3[CH:23]=[CH:22][CH:21]=[CH:20][CH:19]=3)[C:8]=2[CH:24]=1.[H][H].Cl.[CH3:28][N:29]([CH3:34])[CH2:30][CH2:31][CH2:32]Cl.O.O.[C:37]([OH:42])(=[O:41])[C:38]([OH:40])=[O:39]>CN(C)C=O.C(O)(C)C.O>[C:37]([OH:42])(=[O:41])[C:38]([OH:40])=[O:39].[Cl:3][C:4]1[CH:5]=[CH:6][C:7]2[N:13]([CH2:32][CH2:31][CH2:30][N:29]([CH3:34])[CH3:28])[C:12]3[N:14]=[CH:15][CH:16]=[CH:17][C:11]=3[N:10]=[C:9]([C:18]3[CH:23]=[CH:22][CH:21]=[CH:20][CH:19]=3)[C:8]=2[CH:24]=1 |f:0.1,4.5,6.7.8,12.13|. Procedure: To a stirred suspension of 1.05 g (0.044 mole) of sodium hydride (in mineral oil) in 50 ml of anhydrous dimethylformamide, under nitrogen atmosphere was added, portionwise, 6.1 g (0.02 mole) of 8-chloro-6-phenyl-11H-pyrido[2,3-b][1,4]benzodiazepine. The reaction mixture was stirred at room temperature for 1.5 hr, during which evolution of hydrogen ceased. To the mixture was added, portionwise, 3.5 g (0.022 mole) of 3-dimethylaminopropylchloride hydrochloride. After stirring overnight at room tem... The reactants are C(CCC)C1=NC2=C(N1CC1=CC=C(C=C1)C=1C(=CC=CC1)C(=O)OC(C)(C)C)C(=CC(=C2)F)F (tert.butyl 4'-[(2-n-butyl-5,7-difluoro-benzimidazol-1-yl)-methyl]biphenyl-2-carboxylate), FC(C(=O)O)(F)F (trifluoroacetic acid). Run in C(Cl)Cl (methylene chloride). Yields the product C(CCC)C1=NC2=C(N1CC1=CC=C(C=C1)C=1C(=CC=CC1)C(=O)O)C(=CC(=C2)F)F (4'-[(2-n-Butyl-5,7-difluoro-benzimidazol-1-yl)-methyl]biphenyl-2-carboxylic acid). As a reaction SMILES: [CH2:1]([C:5]1[N:9]([CH2:10][C:11]2[CH:16]=[CH:15][C:14]([C:17]3[C:18]([C:23]([O:25]C(C)(C)C)=[O:24])=[CH:19][CH:20]=[CH:21][CH:22]=3)=[CH:13][CH:12]=2)[C:8]2[C:30]([F:35])=[CH:31][C:32]([F:34])=[CH:33][C:7]=2[N:6]=1)[CH2:2][CH2:3][CH3:4].FC(F)(F)C(O)=O>C(Cl)Cl>[CH2:1]([C:5]1[N:9]([CH2:10][C:11]2[CH:16]=[CH:15][C:14]([C:17]3[C:18]([C:23]([OH:25])=[O:24])=[CH:19][CH:20]=[CH:21][CH:22]=3)=[CH:13][CH:12]=2)[C:8]2[C:30]([F:35])=[CH:31][C:32]([F:34])=[CH:33][C:7]=2[N:6]=1)[CH2:2][CH2:3][CH3:4]. Procedure: Prepared in analogous manner to Example 9 from tert.butyl 4'-[(2-n-butyl-5,7-difluoro-benzimidazol-1-yl)-methyl]biphenyl-2-carboxylate and trifluoroacetic acid in methylene chloride. The reactants are C(Cl)(Cl)Cl (chloroform), C(O)([O-])=O.[Na+] (sodium hydrogencarbonate), S(=S)(=O)([O-])[O-].[Na+].[Na+] (sodium thiosulfate), OC[C@@H]1C[C@H](CCC1)N1C(NC=2C1=C1C(=NC2)NC=C1)=O (1-[trans-3-(hydroxymethyl)cyclohexyl]-3,6-dihydroimidazo[4,5-d]pyrrolo[2,3-b]pyridin-2(1H)-one), 1,1,1-tris(acetoxy)-1,1-dihydro-1,2-benziodoxol-3(1H)-one. The solvent is ClC(C)Cl (dichloroethane). Reaction conditions: time 2 hour. Yields the product O=C1NC=2C(=C3C(=NC2)NC=C3)N1[C@@H]1C[C@H](CCC1)C=O (trans-3-(2-oxo-3,6-dihydroimidazo[4,5-d]pyrrolo[2,3-b]pyridin-1(2H)-yl)cyclohexanecarbaldehyde). Isolated yield 28.0%. As a reaction SMILES: [OH:1][CH2:2][C@H:3]1[CH2:8][CH2:7][CH2:6][C@H:5]([N:9]2[C:13]3=[C:14]4[CH:20]=[CH:19][NH:18][C:15]4=[N:16][CH:17]=[C:12]3[NH:11][C:10]2=[O:21])[CH2:4]1.C(Cl)(Cl)Cl.C(=O)([O-])O.[Na+].S([O-])([O-])(=O)=S.[Na+].[Na+]>ClC(Cl)C>[O:21]=[C:10]1[N:9]([C@H:5]2[CH2:6][CH2:7][CH2:8][C@H:3]([CH:2]=[O:1])[CH2:4]2)[C:13]2=[C:14]3[CH:20]=[CH:19][NH:18][C:15]3=[N:16][CH:17]=[C:12]2[NH:11]1 |f:2.3,4.5.6|. Reported procedure: To a solution of 1-[trans-3-(hydroxymethyl)cyclohexyl]-3,6-dihydroimidazo[4,5-d]pyrrolo[2,3-b]pyridin-2(1H)-one (180 mg) in dichloroethane (2 ml) was added 1,1,1-tris(acetoxy)-1,1-dihydro-1,2-benziodoxol-3(1H)-one (293 mg) at 4° C. The mixture was stirred at ambient temperature for 2 hours. To the mixture were added chloroform, saturated aqueous sodium hydrogencarbonate and saturated aqueous sodium thiosulfate. The organic layer was separated and extracted with chloroform and washed with water. ... The reactants are NC1=NC(=CC=C1[N+](=O)[O-])C1=CC=NC=C1 (2-amino-3-nitro-6-(4-pyridinyl)pyridine), CN(C=O)C (dimethylformamide). The reagents and catalysts are [Pd] (palladium-on-charcoal). Run in C(C)O (ethanol). The product is NC1=NC(=CC=C1N)C1=CC=NC=C1 (2,3-diamino-6-(4-pyridinyl)pyridine). RXN SMILES: [NH2:1][C:2]1[C:7]([N+:8]([O-])=O)=[CH:6][CH:5]=[C:4]([C:11]2[CH:16]=[CH:15][N:14]=[CH:13][CH:12]=2)[N:3]=1.CN(C)C=O>[Pd].C(O)C>[NH2:1][C:2]1[C:7]([NH2:8])=[CH:6][CH:5]=[C:4]([C:11]2[CH:16]=[CH:15][N:14]=[CH:13][CH:12]=2)[N:3]=1. Procedure: A mixture containing 43.2 g. of 2-amino-3-nitro-6-(4-pyridinyl)pyridine, 360 ml. of dimethylformamide, 220 ml. of ethanol and 1 g. of 10% palladium-on-charcoal was shaken in a Parr apparatus under catalytic hydrogenation conditions for about one hour. The reaction mixture was filtered and the filtrate concentrated in vacuo to a volume of about 150 ml. and cooled. The separated solid was collected and dried to produce 20 g. of 2,3-diamino-6-(4-pyridinyl)pyridine which can be used directly in the ...